This data is from the Open Reaction Database (ORD), a public repository of structured organic reaction records. The task is: describe an organic reaction: reactants, conditions, products, and yield Reactants: C12(CC3CC(CC(C1)C3)C2)C2=C(C=C(CI)C=C2)OC (4-[1-adamantyl]-3-methoxybenzyl iodide), C([O-])([O-])=O.[K+].[K+] (potassium carbonate), C(=O)(OCC)C=1C=C(C=CC1)C1=C(C=CC=C1CC(=O)OCC)O (3'-carboethoxy-2-hydroxy-1,1'-biphenyl-6-acetic acid, ethyl ester). As a reaction SMILES: [C:1]([C:6]1[CH:7]=[C:8]([C:12]2[C:17]([CH2:18][C:19]([O:21][CH2:22][CH3:23])=[O:20])=[CH:16][CH:15]=[CH:14][C:13]=2[OH:24])[CH:9]=[CH:10][CH:11]=1)([O:3][CH2:4][CH3:5])=[O:2].[C:25]12([C:35]3[CH:42]=[CH:41][C:38]([CH2:39]I)=[CH:37][C:36]=3[O:43][CH3:44])[CH2:34][CH:29]3[CH2:30][CH:31]([CH2:33][CH:27]([CH2:28]3)[CH2:26]1)[CH2:32]2.C(=O)([O-])[O-].[K+].[K+]>C(C(C)=O)C(C)C>[C:1]([C:6]1[CH:7]=[C:8]([C:12]2[C:17]([CH2:18][C:19]([O:21][CH2:22][CH3:23])=[O:20])=[CH:16][CH:15]=[CH:14][C:13]=2[O:24][CH2:39][C:38]2[CH:41]=[CH:42][C:35]([C:25]34[CH2:34][CH:29]5[CH2:30][CH:31]([CH2:33][CH:27]([CH2:28]5)[CH2:26]3)[CH2:32]4)=[C:36]([O:43][CH3:44])[CH:37]=2)[CH:9]=[CH:10][CH:11]=1)([O:3][CH2:4][CH3:5])=[O:2] |f:2.3.4|. Reported procedure: Phenol 25 (0.656 g., 2.00 mmol, 1 equiv.; from Example 18) is dissolved in 15 mL of methyl isobutyl ketone. 4-[1-Adamantyl]-3-methoxybenzyl iodide (18b) (0.766 g., 2.00 mmol, 1 equiv.) and potassium carbonate (1.00 g., 7.2 mmol, 3.6 equiv.) are added and the mixture is heated to reflux for 5 hours. The solvents are evaporated and the residue is dissolved in methylene chloride. This solution is washed with water and brine, then dried (MgSO4), and concentrated. The crude material is chromatographe... The yield is 62.0%. Yields the product C(=O)(OCC)C=1C=C(C=CC1)C1=C(C=CC=C1CC(=O)OCC)OCC1=CC(=C(C=C1)C12CC3CC(CC(C1)C3)C2)OC (3'-carboethoxy-2-[4-(1-adamantyl)-3-methoxyphenyl]methoxy-[1,1'-biphenyl]-6-acetic acid, ethyl ester). The solvent is C(C(C)C)C(=O)C (methyl isobutyl ketone). Reactants: S(=O)(=O)(O)O.COC(N)=N.COC(N)=N (O-methylisourea hemisulfate), C[NH+](C)CC(=C[NH+](C)C)CN(C)C (vinamidinium), C(C)(=O)OC(C)C (1-methylethyl acetate), C([O-])(O)=O.[K+] (potassium bicarbonate). Run in O (water), O (water). Reaction conditions: time 40 hour. Yields the product COC1=NC=C(C=N1)C=O (2-Methoxypyrimidine-5-carbaldehyde). RXN SMILES: S(O)(O)(=O)=O.[CH3:6][O:7][C:8](=[NH:10])[NH2:9].C[O:12][C:13](=N)N.C[NH+]([CH2:19][C:20](CN(C)C)=[CH:21][NH+](C)C)C.C(OC(C)C)(=O)C.C(=O)(O)[O-].[K+]>O>[CH3:6][O:7][C:8]1[N:9]=[CH:21][C:20]([CH:13]=[O:12])=[CH:19][N:10]=1 |f:0.1.2,5.6|. Procedure details: To a stirred slurry of O-methylisourea hemisulfate (1.08 g, 4.13 mmol), vinamidinium salt (3.00 g, 8.26 mmol), 1-methylethyl acetate (16.0 mL, 137 mmol) was added a solution of potassium bicarbonate (1.17 g, 11.6 mmol) in water (5.0 mL) over a 10 minutes period. After completion of the addition the resulting reaction mixture was stirred at room temperature for 40 hours. The mixture was diluted with water (20 mL) and extracted with EtOAc (2×25 mL). The combined organic layers were dried over sodi... The reactants are COC(=O)n1ncc2c(NC(=O)NC3CCOc4cc(C)c(Cl)cc43)cccc21, COC(=O)n1ncc2c(NC(=O)NC3CCOc4cc(C(C)(C)C)ccc43)cccc21. Product: Cc1cc2c(cc1Cl)C(NC(=O)Nc1cccc3[nH]ncc13)CCO2. RXN SMILES: [CH3:1][O:2][C:3](=[O:4])[n:5]1[n:6][cH:7][c:8]2[c:9]([NH:14][C:15](=[O:16])[NH:17][CH:18]3[CH2:19][CH2:20][O:21][c:22]4[cH:23][c:24]([CH3:29])[c:25]([Cl:28])[cH:26][c:27]43)[cH:10][cH:11][cH:12][c:13]12.[CH3:30][O:31][C:32]([n:33]1[c:34]2[c:35]([c:36]([NH:37][C:38]([NH:39][CH:40]3[c:41]4[c:42]([cH:43][c:44]([C:45]([CH3:46])([CH3:47])[CH3:48])[cH:49][cH:50]4)[O:51][CH2:52][CH2:53]3)=[O:54])[cH:55][cH:56][cH:57]2)[cH:58][n:59]1)=[O:60]>>[nH:5]1[n:6][cH:7][c:8]2[c:9]([NH:14][C:15](=[O:16])[NH:17][CH:18]3[CH2:19][CH2:20][O:21][c:22]4[cH:23][c:24]([CH3:29])[c:25]([Cl:28])[cH:26][c:27]43)[cH:10][cH:11][cH:12][c:13]12. Reactants: C1CCOC1, CC(C)(C)[O-], CI, [K+], C1COCCOCCOCCOCCOCCO1, O=C(c1cccc2cc[nH]c12)N1CC(CN2CCC(c3ccc(F)cc3)CC2)C(C2CC2)C1. The product is Cn1ccc2cccc(C(=O)N3CC(CN4CCC(c5ccc(F)cc5)CC4)C(C4CC4)C3)c21. Reaction SMILES: [CH2:60]1[O:61][CH2:62][CH2:63][CH2:64]1.[CH3:19][C:20]([CH3:21])([O-:22])[CH3:23].[CH3:58][I:59].[K+:24].[O:1]1[CH2:2][CH2:18][O:17][CH2:16][CH2:15][O:14][CH2:13][CH2:12][O:11][CH2:10][CH2:9][O:8][CH2:7][CH2:6][O:5][CH2:4][CH2:3]1.[nH:25]1[cH:26][cH:27][c:28]2[cH:29][cH:30][cH:31][c:32]([C:34](=[O:35])[N:36]3[CH2:37][CH:38]([CH2:44][N:45]4[CH2:46][CH2:47][CH:48]([c:51]5[cH:52][cH:53][c:54]([F:57])[cH:55][cH:56]5)[CH2:49][CH2:50]4)[CH:39]([CH:41]4[CH2:42][CH2:43]4)[CH2:40]3)[c:33]12>>[CH3:2][n:25]1[cH:26][cH:27][c:28]2[cH:29][cH:30][cH:31][c:32]([C:34](=[O:35])[N:36]3[CH2:37][CH:38]([CH2:44][N:45]4[CH2:46][CH2:47][CH:48]([c:51]5[cH:52][cH:53][c:54]([F:57])[cH:55][cH:56]5)[CH2:49][CH2:50]4)[CH:39]([CH:41]4[CH2:42][CH2:43]4)[CH2:40]3)[c:33]12. Starting materials: COC1=CC=2N(C=C1)C(=C(N2)C)C(=O)OCC (ethyl 7-methoxy-2-methylimidazo[1,2-α]pyridine-3-carboxylate), [OH-].[Na+] (NaOH), [OH-].[Na+] (NaOH). Run in C1CCOC1 (THF), CO (MeOH). The product is COC1=CC=2N(C=C1)C(=C(N2)C)C(=O)O (7-methoxy-2-methylimidazo[1,2-α]pyridine-3-carboxylic acid). Reaction SMILES: [CH3:1][O:2][C:3]1[CH:8]=[CH:7][N:6]2[C:9]([C:13]([O:15]CC)=[O:14])=[C:10]([CH3:12])[N:11]=[C:5]2[CH:4]=1.[OH-].[Na+]>C1COCC1.CO>[CH3:1][O:2][C:3]1[CH:8]=[CH:7][N:6]2[C:9]([C:13]([OH:15])=[O:14])=[C:10]([CH3:12])[N:11]=[C:5]2[CH:4]=1 |f:1.2|. Procedure details: To a solution of ethyl 7-methoxy-2-methylimidazo[1,2-α]pyridine-3-carboxylate (1.8 g, 7.7 mmol) in THF (100 ml) and MeOH (50 ml) was added aq. NaOH (11.5 ml, 2M, 23.1 mmol) and the resulting emulsion heated to reflux for 2 hours. A further aliquot of NaOH was then added (3.8 ml, 2M, 7.7 mmol) and the resulting mixture heated for a further 2 hours. The solvents were removed in-vacuo and the residue was acidified with 1.5 N HCl to pH 3, and the resulting solid was filtered off, washed with water a... Conditions: time 20 hour. Starting materials: IR,2S-aminoindanol, C1(CCCC1)C1=NC=2CC(CC(C2C(=C1C(C1=CC=C(C=C1)C(F)(F)F)=O)C1=CC=C(C=C1)F)=O)(C)C (2-cyclopentyl-4-(4-fluorophenyl)-7,7-dimethyl-3-(4-trifluoromethylbenzoyl)-7,8-dihydro-6H-quinolin-5-one). RXN SMILES: [CH:1]1([C:6]2[C:15]([C:16](=[O:27])[C:17]3[CH:22]=[CH:21][C:20]([C:23]([F:26])([F:25])[F:24])=[CH:19][CH:18]=3)=[C:14]([C:28]3[CH:33]=[CH:32][C:31]([F:34])=[CH:30][CH:29]=3)[C:13]3[C:12](=[O:35])[CH2:11][C:10]([CH3:37])([CH3:36])[CH2:9][C:8]=3[N:7]=2)[CH2:5][CH2:4][CH2:3][CH2:2]1>O1CCCC1>[CH:1]1([C:6]2[C:15]([C:16]([C:17]3[CH:22]=[CH:21][C:20]([C:23]([F:26])([F:24])[F:25])=[CH:19][CH:18]=3)=[O:27])=[C:14]([C:28]3[CH:29]=[CH:30][C:31]([F:34])=[CH:32][CH:33]=3)[C:13]3[CH:12]([OH:35])[CH2:11][C:10]([CH3:37])([CH3:36])[CH2:9][C:8]=3[N:7]=2)[CH2:5][CH2:4][CH2:3][CH2:2]1. Procedure: 625.3 g of 2-cyclopentyl-4-(4-fluorophenyl)-7,7-dimethyl-3-(4-trifluoromethylbenzoyl)-7,8-dihydro-6H-quinolin-5-one were reduced at 0° to −5° C. in 6 liters of tetrahydrofuran using 56.4 g of IR,2S-aminoindanol and 800 g of boranediethylaniline complex. Quenching of the reaction was carried out after approximately 20 hours using 500 ml of 1,2-ethanediol. The tetrahydrofuran was distilled off, the resulting oil was taken up in ethyl acetate and the organic phase was dried and concentrated after w... The product is C1(CCCC1)C1=NC=2CC(CC(C2C(=C1C(=O)C1=CC=C(C=C1)C(F)(F)F)C1=CC=C(C=C1)F)O)(C)C ([2-Cyclopentyl-4-(4-fluorophenyl)-5-hydroxy-7,7-dimethyl-5,6,7,8-tetrahydroquinolin-3-yl]-(4-trifluoromethylphenyl)-methanone). The solvent is O1CCCC1 (tetrahydrofuran). Reactants: C(C)(C)(C)OC(NCC=1N(C(C2=CC=C(C=C2C1OCCCC)CCC=1N=CSC1)=O)CC(C)C)=O (Tert-butyl{4-butoxy-2-isobutyl-1-oxo-6-[2-(1,3thiazol-4-yl)ethyl]-1,2-dihydro-3-isoquinolinyl}methylcarbamate), Cl (hydrogen chloride). Solvent: C(C)(=O)OCC (ethyl acetate). Run at time 1 hour. Product: Cl.NCC=1N(C(C2=CC=C(C=C2C1OCCCC)CCC=1N=CSC1)=O)CC(C)C (3-(aminomethyl)-4-butoxy-2-isobutyl-6-[2-(1,3-thiazol-4-yl)ethyl]-1(2H)-isoquinolinone hydrochloride). Yield: 92.9%. As a reaction SMILES: C(OC(=O)[NH:7][CH2:8][C:9]1[N:10]([CH2:32][CH:33]([CH3:35])[CH3:34])[C:11](=[O:31])[C:12]2[C:17]([C:18]=1[O:19][CH2:20][CH2:21][CH2:22][CH3:23])=[CH:16][C:15]([CH2:24][CH2:25][C:26]1[N:27]=[CH:28][S:29][CH:30]=1)=[CH:14][CH:13]=2)(C)(C)C.[ClH:37]>C(OCC)(=O)C>[ClH:37].[NH2:7][CH2:8][C:9]1[N:10]([CH2:32][CH:33]([CH3:34])[CH3:35])[C:11](=[O:31])[C:12]2[C:17]([C:18]=1[O:19][CH2:20][CH2:21][CH2:22][CH3:23])=[CH:16][C:15]([CH2:24][CH2:25][C:26]1[N:27]=[CH:28][S:29][CH:30]=1)=[CH:14][CH:13]=2 |f:3.4|. Reported procedure: Tert-butyl{4-butoxy-2-isobutyl-1-oxo-6-[2-(1,3thiazol-4-yl)ethyl]-1,2-dihydro-3-isoquinolinyl}methylcarbamate (0.16 g, 0.3 mmol) was dissolved in absolution of 4N hydrogen chloride in ethyl acetate (5 ml). The solution was stirred at room temperature for 1 h. The reaction was concentrated under reduced pressure to give 3-(aminomethyl)-4-butoxy-2-isobutyl-6-[2-(1,3-thiazol-4-yl)ethyl]-1(2H)-isoquinolinone hydrochloride (0.13 g, 92.9%) as an amorphous solid.